From a dataset of the Open Reaction Database (ORD), a public repository of structured organic reaction records. describe an organic reaction: reactants, conditions, products, and yield Starting materials: N, O=C(NC(Cc1ccc(Cl)cc1)C(=O)O)c1cc(Cl)c(Cl)cc1NS(=O)(=O)c1cccc2nsnc12. The product is NC(=O)C(Cc1ccc(Cl)cc1)NC(=O)c1cc(Cl)c(Cl)cc1NS(=O)(=O)c1cccc2nsnc12. RXN SMILES: [NH3:37].[n:1]1[c:2]2[c:3]([n:4][s:5]1)[c:6]([S:10](=[O:11])(=[O:12])[NH:13][c:14]1[c:15]([C:16](=[O:17])[NH:18][CH:19]([C:20](=[O:21])[OH:22])[CH2:23][c:24]3[cH:25][cH:26][c:27]([Cl:30])[cH:28][cH:29]3)[cH:31][c:32]([Cl:36])[c:33]([Cl:35])[cH:34]1)[cH:7][cH:8][cH:9]2>>[n:1]1[c:2]2[c:3]([n:4][s:5]1)[c:6]([S:10](=[O:11])(=[O:12])[NH:13][c:14]1[c:15]([C:16](=[O:17])[NH:18][CH:19]([C:20](=[O:21])[NH2:37])[CH2:23][c:24]3[cH:25][cH:26][c:27]([Cl:30])[cH:28][cH:29]3)[cH:31][c:32]([Cl:36])[c:33]([Cl:35])[cH:34]1)[cH:7][cH:8][cH:9]2. The reactants are CC(=O)C(C)(C)C, CCOC(=O)c1ccc(N(C)C)cc1, Cl, [H-], [Na+], C1CCOC1. The product is CN(C)c1ccc(C(=O)CC(=O)C(C)(C)C)cc1. Reaction SMILES: [CH3:17][C:18]([C:19]([CH3:20])([CH3:21])[CH3:22])=[O:23].[CH3:3][N:4]([c:5]1[cH:6][cH:7][c:8]([C:9]([O:11][CH2:10][CH3:12])=[O:13])[cH:14][cH:15]1)[CH3:16].[ClH:24].[H-:1].[Na+:2].[O:25]1[CH2:26][CH2:27][CH2:28][CH2:29]1>>[CH3:3][N:4]([c:5]1[cH:6][cH:7][c:8]([C:9](=[O:11])[CH2:17][C:18]([C:19]([CH3:20])([CH3:21])[CH3:22])=[O:23])[cH:14][cH:15]1)[CH3:16]. The reactants are [Br-], CCOC(=O)C1CCC(=O)CC1, CCOCC, C[P+](c1ccccc1)(c1ccccc1)c1ccccc1, [Cl-], [NH4+]. Yields the product C=C1CCC(C(=O)OCC)CC1. RXN SMILES: [Br-:20].[CH2:1]([CH3:2])[O:3][C:4](=[O:5])[CH:6]1[CH2:7][CH2:8][C:9](=[O:12])[CH2:10][CH2:11]1.[CH3:15][CH2:16][O:17][CH2:18][CH3:19].[CH3:21][P+:22]([c:23]1[cH:24][cH:25][cH:26][cH:27][cH:28]1)([c:29]1[cH:30][cH:31][cH:32][cH:33][cH:34]1)[c:35]1[cH:36][cH:37][cH:38][cH:39][cH:40]1.[Cl-:13].[NH4+:14]>>[CH2:1]([CH3:2])[O:3][C:4](=[O:5])[CH:6]1[CH2:7][CH2:8][C:9](=[CH2:15])[CH2:10][CH2:11]1. RXN SMILES: FC(F)(F)C(O)=O.[NH2:8][CH:9]1[CH2:13][CH:12]([N:14]2[CH:22]=[N:21][C:20]3[C:15]2=[N:16][C:17]([Cl:24])=[N:18][C:19]=3[Cl:23])[CH:11]([OH:25])[CH:10]1[OH:26].CCN(C(C)C)C(C)C.[C:36](Cl)(=[O:39])[CH2:37][CH3:38]>C1COCC1>[Cl:24][C:17]1[N:16]=[C:15]2[C:20]([N:21]=[CH:22][N:14]2[C@@H:12]2[CH2:13][C@H:9]([NH:8][C:36](=[O:39])[CH2:37][CH3:38])[C@@H:10]([OH:26])[C@H:11]2[OH:25])=[C:19]([Cl:23])[N:18]=1 |f:0.1|. Starting materials: FC(C(=O)O)(F)F.NC1C(C(C(C1)N1C2=NC(=NC(=C2N=C1)Cl)Cl)O)O (3-amino-5-(2,6-dichloro-purin-9-yl)-cyclopentane-1,2-diol trifluoroacetate), CCN(C(C)C)C(C)C (DIPEA), C(CC)(=O)Cl (propionyl chloride). The product is ClC1=NC(=C2N=CN(C2=N1)[C@H]1[C@@H]([C@@H]([C@H](C1)NC(CC)=O)O)O)Cl (N-[(1S,2R,3S,4R)-4-(2,6-Dichloro-purin-9-yl)-2,3-dihydroxy-cyclopentyl]-propionamide). Reaction conditions: time 2 hour. Reported procedure: A solution of 1S,2R,3S,5R)-3-amino-5-(2,6-dichloro-purin-9-yl)-cyclopentane-1,2-diol trifluoroacetate (0.304 g, 1.00 mmol) in THF (10 ml) is treated with DIPEA (0.387 g, 3.00 mmol) followed by propionyl chloride (0.093 g, 1.00 mmol). The reaction mixture is stirred at room temperature for 2 hours. The solvent is removed in vacuo and the title compound is obtained after purification by reverse phase column chromatography (Isolute™ C18, 0-100% acetonitrile in water −0.1% TFA). MS (ES+) m/e 360 (MH... Solvent: C1CCOC1 (THF). The reactants are CC1(CCC=CC12CCCC(C2)O)C (11,11-dimethyl-spiro[5.5]undec-7-en-2-ol), CC(=O)OI1(C2=CC=CC=C2C(=O)O1)(OC(=O)C)OC(=O)C (1,1,1-tris(acetyloxy)-1,1-dihydro-1,2-benziodoxol-3-(1H)-on e), S(=O)([O-])[O-].[Na+].[Na+] (sodium sulfite). The solvent is C(Cl)(Cl)Cl (chloroform), C(Cl)(Cl)Cl (chloroform). Product: CC1(CCC=CC12CCCC(C2)=O)C (11,11-dimethyl-spiro[5.5]undec-7-en-2-one). Yield: 91.6%. RXN SMILES: [CH3:1][C:2]1([CH3:14])[C:7]2([CH2:12][CH:11]([OH:13])[CH2:10][CH2:9][CH2:8]2)[CH:6]=[CH:5][CH2:4][CH2:3]1.CC(OI1(OC(C)=O)(OC(C)=O)OC(=O)C2C1=CC=CC=2)=O.S([O-])([O-])=O.[Na+].[Na+]>C(Cl)(Cl)Cl>[CH3:1][C:2]1([CH3:14])[C:7]2([CH2:12][C:11](=[O:13])[CH2:10][CH2:9][CH2:8]2)[CH:6]=[CH:5][CH2:4][CH2:3]1 |f:2.3.4|. Procedure: To a solution of 11,11-dimethyl-spiro[5.5]undec-7-en-2-ol (320 mg) obtained in Step 4 in chloroform (10 mL) was added 1,1,1-tris(acetyloxy)-1,1-dihydro-1,2-benziodoxol-3-(1H)-on e (Dess-Martin periodinane; 735 mg) under ice-cooling, followed by stirring the reaction mixture under ice-cooling for 3 hours. Then, after addition of aqueous sodium sulfite solution to the reaction mixture, chloroform was evaporated off in vacuo. To the residue was added aqueous sodium bicarbonate solution, followed by...